Dataset: the Open Reaction Database (ORD), a public repository of structured organic reaction records. Task: describe an organic reaction: reactants, conditions, products, and yield As a reaction SMILES: [CH3:1][O:2][C:3]1[C:4]([CH3:34])=[C:5]([C:25]([O:32][CH3:33])=[C:26]([O:30][CH3:31])[C:27]=1[O:28][CH3:29])[CH2:6][C:7]1[CH:8]=[CH:9][C:10](OS(C(F)(F)F)(=O)=O)=[C:11]([CH:16]=1)[C:12]([O:14][CH3:15])=[O:13].C(=O)([O-])[O-].[Na+].[Na+].[Cl-].[Li+].[CH3:43][O:44][C:45]1[CH:50]=[CH:49][C:48](B(O)O)=[CH:47][CH:46]=1>C1(C)C=CC=CC=1.C(OCC)(=O)C>[CH3:1][O:2][C:3]1[C:4]([CH3:34])=[C:5]([C:25]([O:32][CH3:33])=[C:26]([O:30][CH3:31])[C:27]=1[O:28][CH3:29])[CH2:6][C:7]1[CH:8]=[CH:9][C:10]([C:48]2[CH:49]=[CH:50][C:45]([O:44][CH3:43])=[CH:46][CH:47]=2)=[C:11]([CH:16]=1)[C:12]([O:14][CH3:15])=[O:13] |f:1.2.3,4.5|. Procedure: To a solution of methyl 5-(3,4,5,6-tetramethoxy-2-methylbenzyl)-2-(trifluoromethanesulfonyl)oxybenzoate (411 mg, 0.8090 mmol) in toluene (12 ml) were added tetrakistriphenylphosphine palladium (60 mg, 0.0519 mmol), aqueous solution of sodium carbonate (2M aqueous solution, 1.35 ml), lithium chloride (89 mg, 2.0995 mmol) and ethanolic solution (2.0 ml) of 4-methoxybenzene boronic acid (369 mg, 2.4282 mmol) and the mixture was heated with stirring at 95° C. for 16 hours. The reaction solution was ... Run at temperature 95 celsius, time 16 hour. Run in C(C)(=O)OCC (ethyl acetate), C1(=CC=CC=C1)C (toluene). The reactants are COC=1C(=C(CC=2C=CC(=C(C(=O)OC)C2)OS(=O)(=O)C(F)(F)F)C(=C(C1OC)OC)OC)C (methyl 5-(3,4,5,6-tetramethoxy-2-methylbenzyl)-2-(trifluoromethanesulfonyl)oxybenzoate), tetrakistriphenylphosphine palladium, C([O-])([O-])=O.[Na+].[Na+] (sodium carbonate), [Cl-].[Li+] (lithium chloride), COC1=CC=C(C=C1)B(O)O (4-methoxybenzene boronic acid). Yield: 93.1%. The product is COC=1C(=C(CC=2C=CC(=C(C(=O)OC)C2)C2=CC=C(C=C2)OC)C(=C(C1OC)OC)OC)C (Methyl 5-(3,4,5,6-tetramethoxy-2-methylbenzyl)-2-(4-methoxyphenyl)benzoate). Reactants: C(C)(=O)OC[C@]1([C@H]([C@H]([C@@H](O1)N1C(=O)NC(=O)C(C)=C1)OC(C)=O)OCC1=CC=CC=C1)COCC1=CC=CC=C1 (1-(4-C-(Acetoxymethyl)-2-O-acetyl-3,5-di-O-benzyl-β-D-ribofuranosyl)thymine), C[O-].[Na+] (sodium methoxide), Cl (hydrochloric acid). The solvent is CO (methanol). Run at time 10 minute. Yields the product C(C1=CC=CC=C1)O[C@H]1[C@H]([C@@H](O[C@@]1(COCC1=CC=CC=C1)CO)N1C(=O)NC(=O)C(C)=C1)O (1-(3,5-Di-O-benzyl-4-C-(hydroxymethyl)-β-D-ribofuranosyl)thymine), material. The yield is 97.0%. As a reaction SMILES: C([O:4][CH2:5][C@:6]1([CH2:32][O:33][CH2:34][C:35]2[CH:40]=[CH:39][CH:38]=[CH:37][CH:36]=2)[O:10][C@@H:9]([N:11]2[CH:19]=[C:17]([CH3:18])[C:15](=[O:16])[NH:14][C:12]2=[O:13])[C@H:8]([O:20]C(=O)C)[C@@H:7]1[O:24][CH2:25][C:26]1[CH:31]=[CH:30][CH:29]=[CH:28][CH:27]=1)(=O)C.C[O-].[Na+].Cl>CO>[CH2:25]([O:24][C@@H:7]1[C@@:6]([CH2:5][OH:4])([CH2:32][O:33][CH2:34][C:35]2[CH:40]=[CH:39][CH:38]=[CH:37][CH:36]=2)[O:10][C@@H:9]([N:11]2[CH:19]=[C:17]([CH3:18])[C:15](=[O:16])[NH:14][C:12]2=[O:13])[C@@H:8]1[OH:20])[C:26]1[CH:27]=[CH:28][CH:29]=[CH:30][CH:31]=1 |f:1.2|. Reported procedure: To a stirred solution of nucleoside 34 (553 mg, 1.05 mmol) in methanol (5.5 cm3) was added sodium methoxide (287 mg, 5.25 mmol). The reaction mixture was stirred at room temperature for 10 min, then neutralised with dilute hydrochloric acid. The solvent was partly evaporated and extraction was performed with dichloromethane (2×20 cm3). The combined organic phase was washed with saturated aqueous sodium hydrogencarbonate (3×20 cm3) and was dried (Na2SO4). The solvent was removed under reduced pre...